This data is from the Open Reaction Database (ORD), a public repository of structured organic reaction records. The task is: describe an organic reaction: reactants, conditions, products, and yield The reactants are NCC(O)CN1CCC(Oc2ccc(Cl)c(Cl)c2)CC1, COc1cc(C(=O)O)ccc1N. The product is COc1cc(C(=O)NCC(O)CN2CCC(Oc3ccc(Cl)c(Cl)c3)CC2)ccc1N. RXN SMILES: [NH2:1][CH2:2][CH:3]([CH2:4][N:5]1[CH2:6][CH2:7][CH:8]([O:11][c:12]2[cH:13][c:14]([Cl:19])[c:15]([Cl:18])[cH:16][cH:17]2)[CH2:9][CH2:10]1)[OH:20].[NH2:21][c:22]1[c:23]([O:31][CH3:32])[cH:24][c:25]([C:26](=[O:27])[OH:28])[cH:29][cH:30]1>>[NH:1]([CH2:2][CH:3]([CH2:4][N:5]1[CH2:6][CH2:7][CH:8]([O:11][c:12]2[cH:13][c:14]([Cl:19])[c:15]([Cl:18])[cH:16][cH:17]2)[CH2:9][CH2:10]1)[OH:20])[C:26]([c:25]1[cH:24][c:23]([O:31][CH3:32])[c:22]([NH2:21])[cH:30][cH:29]1)=[O:27]. Reactants: BrC=1C=CC(=NC1)SC(C)C (5-Bromo-2-isopropylthiopyridine), OOS(=O)[O-].[K+] (oxone), O1CCCC1 (tetrahydrofuran), C([O-])(O)=O.[Na+] (sodium bicarbonate). Run in CO (methanol). Run at time 6 hour. The product is BrC=1C=CC(=NC1)S(=O)(=O)C(C)C (5-Bromo-2-isopropylsulfonylpyridine). Reaction SMILES: [Br:1][C:2]1[CH:3]=[CH:4][C:5](SC(C)C)=[N:6][CH:7]=1.O[O:13][S:14]([O-:16])=O.[K+].C(=O)(O)[O-].[Na+].O1C[CH2:26][CH2:25][CH2:24]1>CO>[Br:1][C:2]1[CH:3]=[CH:4][C:5]([S:14]([CH:25]([CH3:26])[CH3:24])(=[O:16])=[O:13])=[N:6][CH:7]=1 |f:1.2,3.4|. Procedure: To a solution of 5-bromo-2-isopropylthiopyridine from Step 1 (2.03 g, 8.75 mmol) in tetrahydrofuran (50 ml) and methanol (25 ml) at 0° C. was added oxone (15.8 g, 25.8 mmol) and then saturated aqueous sodium bicarbonate (25 ml). The resulting mixture was stirred at room temperature for 6 hours. The mixture was quenched with aqueous sodium bicarbonate and partitioned between ethyl acetate and water. The crude product from the organic phase was chromatographed on silica gel eluting with 20% ethyl ... Starting materials: CCOC(C)=O, CC(C)(C)C(C(=O)[O-])C1(CN)CC2(C)CC=CC21, Cl. Yields the product CC12CC=CC1C(CN)(CC(=O)O)C2. RXN SMILES: [C:19]([O:20][CH2:21][CH3:22])(=[O:23])[CH3:24].[C:1]([CH3:2])([CH3:3])([CH3:4])[CH:5]([C:6](=[O:7])[O-:8])[C:9]1([CH2:17][NH2:18])[CH:10]2[CH:11]=[CH:12][CH2:13][C:14]2([CH3:16])[CH2:15]1.[ClH:25]>>[CH2:5]([C:6](=[O:7])[OH:8])[C:9]1([CH2:17][NH2:18])[CH:10]2[CH:11]=[CH:12][CH2:13][C:14]2([CH3:16])[CH2:15]1. Starting materials: C(C)C(C(=O)[O-])C1CC(N2C1=C(C=1C(=CC(=CC21)F)S(=O)(=O)C)SC2=CC=C(C=C2)Cl)=O ((+/−)-ethyl[9-[(4-chlorophenyl)thio]-6-fluoro-8-(methylsulfonyl)-3-oxo-2,3-dihydro-1H-pyrrolo[1,2-a]indol-1-yl]acetate), Cl (HCl). Run in O (H2O), CC(CC)=O (2-butanone). Conditions: temperature 80 celsius, time 3 hour. Product: ClC1=CC=C(C=C1)SC1=C2N(C=3C=C(C=C(C13)S(=O)(=O)C)F)C(CC2CC(=O)O)=O ((+/−)-[9-[(4-chlorophenyl)thio]-6-fluoro-8-(methylsulfonyl)-3-oxo-2,3-dihydro-1H-pyrrolo[1,2-a]indol-1-yl]acetic acid). The yield is 60.8%. RXN SMILES: C([CH:3]([CH:7]1[C:11]2=[C:12]([S:24][C:25]3[CH:30]=[CH:29][C:28]([Cl:31])=[CH:27][CH:26]=3)[C:13]3[C:14]([S:20]([CH3:23])(=[O:22])=[O:21])=[CH:15][C:16]([F:19])=[CH:17][C:18]=3[N:10]2[C:9](=[O:32])[CH2:8]1)[C:4]([O-:6])=[O:5])C.Cl>CC(=O)CC.O>[Cl:31][C:28]1[CH:29]=[CH:30][C:25]([S:24][C:12]2[C:13]3[C:14]([S:20]([CH3:23])(=[O:22])=[O:21])=[CH:15][C:16]([F:19])=[CH:17][C:18]=3[N:10]3[C:9](=[O:32])[CH2:8][CH:7]([CH2:3][C:4]([OH:6])=[O:5])[C:11]=23)=[CH:26][CH:27]=1. Procedure: To the compound of Step 7 (40 mg) in 2-butanone (4 mL) was added 6N HCl (0.5 mL). The mixture was stirred at 80° C. for 3 hours, cooled to r.t., diluted with H2O and the aqueous layer was extracted with EtOAc. The combined organic layers were dried over Na2SO4 and concentrated. The residue was purified by silica gel chromatography eluted with 40% EtOAc/hexane containing 1% AcOH to give 23 mg of the title compound as a white solid. Starting materials: C(C)(C)(C)OC(=O)N1CCC(CC1)C(=O)O (N-(tert-butoxycarbonyl)piperidine-4-carboxylic acid), C(C)(C)[N-]C(C)C.[Li+] (lithium diisopropylamide), [Li+].CCC[CH2-] (N-butyllithium), C(C)(C)NC(C)C (diisopropylamine), C=O (formaldehyde). Solvent: O1CCCC1 (tetrahydrofuran), CN(P(=O)(N(C)C)N(C)C)C (hexamethylphosphoramide), hexanes, O1CCCC1 (tetrahydrofuran). Conditions: time 20 minute. Product: C(C)(C)[N-]C(C)C.[Li+] (Lithium diisopropylamide), C(C)(C)(C)OC(=O)N1CCC(CC1)(C(=O)O)CO (N-(tert-butoxycarbonyl)-4-(hydroxymethyl)piperidine-4-carboxylic acid). The yield is 20.0%. As a reaction SMILES: [Li+:1].CCC[CH2-].[CH:6]([NH:9][CH:10]([CH3:12])[CH3:11])([CH3:8])[CH3:7].[C:13]([O:17][C:18]([N:20]1[CH2:25][CH2:24][CH:23]([C:26]([OH:28])=[O:27])[CH2:22][CH2:21]1)=[O:19])([CH3:16])([CH3:15])[CH3:14].C([N-]C(C)C)(C)C.[Li+].[CH2:37]=[O:38]>O1CCCC1.CN(C)P(N(C)C)(N(C)C)=O>[CH:6]([N-:9][CH:10]([CH3:12])[CH3:11])([CH3:8])[CH3:7].[Li+:1].[C:13]([O:17][C:18]([N:20]1[CH2:25][CH2:24][C:23]([CH2:37][OH:38])([C:26]([OH:28])=[O:27])[CH2:22][CH2:21]1)=[O:19])([CH3:16])([CH3:14])[CH3:15] |f:0.1,4.5,9.10|. Procedure: Lithium diisopropylamide was prepared by the addition of 2.45M N-butyllithium (69 mL, 168.8 mmol) in hexanes to a solution diisopropylamine (24 mL, 171.2 mmmol) in tetrahydrofuran (40 mL) at 0° C. with stirring for 20 minutes. Then a solution of N-(tert-butoxycarbonyl)piperidine-4-carboxylic acid (18 g, 78.5 mmol) in tetrahydrofuran (35 mL) was added to the solution of lithium diisopropylamide over 15 minutes to form a slurry, followed by hexamethylphosphoramide (2 mL). The resulting solution wa... The reactants are ClC=1C=C(C=C2C(C(NC12)=O)(CC)CCCCCl)F (7-chloro-3-(4-chlorobutyl)-3-ethyl-5-fluoro-1,3-dihydro-2H-indol-2-one), FC1=CC=C(C=C1)N1CCNCC1 (1-(4-fluorophenyl)-piperazine). Product: ClC=1C=C(C=C2C(C(NC12)=O)(CCCCN1CCN(CC1)C1=CC=C(C=C1)F)CC)F (7-chloro-3-ethyl-5-fluoro-3-{4-[4-(4-fluorophenyl)-piperazin-1-yl]-butyl}-1,3-dihydro-2H-indol-2-one). RXN SMILES: [Cl:1][C:2]1[CH:3]=[C:4]([F:19])[CH:5]=[C:6]2[C:10]=1[NH:9][C:8](=[O:11])[C:7]2([CH2:14][CH2:15][CH2:16][CH2:17]Cl)[CH2:12][CH3:13].[F:20][C:21]1[CH:26]=[CH:25][C:24]([N:27]2[CH2:32][CH2:31][NH:30][CH2:29][CH2:28]2)=[CH:23][CH:22]=1>>[Cl:1][C:2]1[CH:3]=[C:4]([F:19])[CH:5]=[C:6]2[C:10]=1[NH:9][C:8](=[O:11])[C:7]2([CH2:12][CH3:13])[CH2:14][CH2:15][CH2:16][CH2:17][N:30]1[CH2:29][CH2:28][N:27]([C:24]2[CH:23]=[CH:22][C:21]([F:20])=[CH:26][CH:25]=2)[CH2:32][CH2:31]1. Reported procedure: The title compound is prepared according to process H using processing method 1 from 7-chloro-3-(4-chlorobutyl)-3-ethyl-5-fluoro-1,3-dihydro-2H-indol-2-one and 1-(4-fluorophenyl)-piperazine. Reactants: CC1=CC=C(C=C1)S(=O)(=O)OCCCC(F)(F)F (4,4,4-trifluorobutyl 4-methylbenzenesulfonate), O.NN (hydrazine hydrate), CC(C(CC#N)=O)(C)C (4,4-dimethyl-3-oxopentanenitrile). The solvent is CCO (EtOH). Run at temperature 85 celsius, time 20 hour. The product is C(C)(C)(C)C1=NN(C(=C1)N)CCCC(F)(F)F (3-tert-butyl-1-(4,4,4-trifluorobutyl)-1H-pyrazol-5-amine). Yield: 45.8%. Reaction SMILES: CC1C=CC(S(O[CH2:12][CH2:13][CH2:14][C:15]([F:18])([F:17])[F:16])(=O)=O)=CC=1.O.[NH2:20][NH2:21].[CH3:22][C:23]([CH3:30])([CH3:29])[C:24](=O)[CH2:25][C:26]#[N:27]>CCO>[C:23]([C:24]1[CH:25]=[C:26]([NH2:27])[N:21]([CH2:12][CH2:13][CH2:14][C:15]([F:16])([F:17])[F:18])[N:20]=1)([CH3:30])([CH3:29])[CH3:22] |f:1.2|. Procedure: To a solution of Example 135A (5 g, 17.7 mmol) in EtOH (50 mL) was added hydrazine hydrate (1.1 mL, 23.0 mmol). The mixture was warmed to reflux (85° C.) and was allowed to stir for 20 hours. The mixture was cooled to ambient temperature then 4,4-dimethyl-3-oxopentanenitrile (2.9 g, 23.0 mmol) was added and the mixture was again warmed to reflux (85° C.) and stirred for 6 hours. After cooling to ambient temperature, the mixture was concentrated under reduced pressure and the residue was dissolve... The reactants are CC(CN1C=NC=2C=3N(C4=CC=CC=C4C21)N=NN3)(O)C (α,α-dimethyl-6H-imidazo[4,5-c]tetrazolo[1,5-a]quinoline-6-ethanol). Reagents/catalysts: [Pt](=O)=O (platinum (IV) oxide). Solvent: FC(C(=O)O)(F)F (trifluoroacetic acid). Reaction conditions: time 48 hour. Product: NC1=NC=2CCCCC2C2=C1N=CN2CC(O)(C)C (4-amino-α,α-dimethyl-6,7,8,9-tetrahydro-1H-imidazo[4,5-c]quinoline-1-ethanol). The yield is 82.3%. As a reaction SMILES: [CH3:1][C:2]([CH3:21])([OH:20])[CH2:3][N:4]1[C:16]2[C:15]3[C:10](=[CH:11][CH:12]=[CH:13][CH:14]=3)[N:9]3N=N[N:19]=[C:8]3[C:7]=2[N:6]=[CH:5]1>FC(F)(F)C(O)=O.[Pt](=O)=O>[NH2:19][C:8]1[C:7]2[N:6]=[CH:5][N:4]([CH2:3][C:2]([CH3:21])([CH3:1])[OH:20])[C:16]=2[C:15]2[CH2:14][CH2:13][CH2:12][CH2:11][C:10]=2[N:9]=1. Procedure details: A catalytic amount of platinum (IV) oxide was added to a solution of α,α-dimethyl-6H-imidazo[4,5-c]tetrazolo[1,5-a]quinoline-6-ethanol (0.40 g, 1.4 mmole, Example 1) in trifluoroacetic acid (10 mL). The mixture was hydrogenated at 50 psi (3.44×105Pa) for 48 hours. The catalyst was removed by filtration and washed with ethanol. The filtrate was concentrated under vacuum using heptane to azeotrope the trifluoroacetic acid. The resulting oil solidified on standing. The solid was dissolved in water ...